From a dataset of the Open Reaction Database (ORD), a public repository of structured organic reaction records. describe an organic reaction: reactants, conditions, products, and yield The reactants are C(C)(C)(C)C1=CC=C(C=C1)C=1N(N(C(C1C(=O)Cl)=O)C1=CC=C(C=C1)C#N)C (3-(4-t-butylphenyl)-4-chlorocarbonyl-1-(4-cyanophenyl)-2-methyl-2H-pyrazol-5-one), CNCCO (N-methylethanolamine). Solvent: O1CCCC1 (tetrahydrofuran). Reaction conditions: time 1 hour. The product is C(C)(C)(C)C1=CC=C(C=C1)C=1N(N(C(C1C(=O)N(C)CCO)=O)C1=CC=C(C=C1)C#N)C (3-(4-t-butylphenyl)-1-(4-cyanophenyl)-4-(N-hydroxyethyl-N-methyl-aminocarbonyl)-2-methyl-2H-pyrazol-5-one). Isolated yield 66.8%. Reaction SMILES: [C:1]([C:5]1[CH:10]=[CH:9][C:8]([C:11]2[N:12]([CH3:28])[N:13]([C:20]3[CH:25]=[CH:24][C:23]([C:26]#[N:27])=[CH:22][CH:21]=3)[C:14](=[O:19])[C:15]=2[C:16](Cl)=[O:17])=[CH:7][CH:6]=1)([CH3:4])([CH3:3])[CH3:2].[CH3:29][NH:30][CH2:31][CH2:32][OH:33]>O1CCCC1>[C:1]([C:5]1[CH:10]=[CH:9][C:8]([C:11]2[N:12]([CH3:28])[N:13]([C:20]3[CH:25]=[CH:24][C:23]([C:26]#[N:27])=[CH:22][CH:21]=3)[C:14](=[O:19])[C:15]=2[C:16]([N:30]([CH2:31][CH2:32][OH:33])[CH3:29])=[O:17])=[CH:7][CH:6]=1)([CH3:4])([CH3:3])[CH3:2]. Reported procedure: To a liquid mixture of 150 mg of 3-(4-t-butylphenyl)-4-chlorocarbonyl-1-(4-cyanophenyl)-2-methyl-2H-pyrazol-5-one and 3 ml of tetrahydrofuran, 72 mg of N-methylethanolamine was added at room temperature, and the resulting mixture was stirred at the same temperature for another 1 hour and then concentrated under reduced pressure. After addition of 1N hydrochloric acid, the mixture was extracted with chloroform. The extract was washed with 1N hydrochloric acid and saturated aqueous sodium chloride... Starting materials: N([C@@H]([C@@H](C)CC)C(=O)O)C(=O)OC(C)(C)C (Boc-Ile-OH), CN1CCOCC1 (N-methylmorpholine), ClC(=O)OCC(C)C (isobutyl chloroformate). Solvent: COCCOC (1,2-dimethoxyethane). Reaction conditions: time 1 minute. The product is C(=O)(OC(C)(C)C)N[C@@H]([C@@H](C)CC)CO (Boc-Isoleucinol). Yield: 92.2%. RXN SMILES: [NH:1]([C:10]([O:12][C:13]([CH3:16])([CH3:15])[CH3:14])=[O:11])[C@H:2]([C:7](O)=[O:8])[C@H:3]([CH2:5][CH3:6])[CH3:4].CN1CCOCC1.ClC(OCC(C)C)=O>COCCOC>[C:10]([NH:1][C@H:2]([CH2:7][OH:8])[C@H:3]([CH2:5][CH3:6])[CH3:4])([O:12][C:13]([CH3:15])([CH3:16])[CH3:14])=[O:11]. Procedure: In 5 ml of 1,2-dimethoxyethane (DME), 1.201 g of Boc-Ile-OH.1/2H2O was dissolved and 550 μl of N-methylmorpholine and 650 μl of isobutyl chloroformate were successively added dropwise at −15° C. After stirring for 1 min, the formed N-methylmorpholine hydrochloride was filtered off and washed twice with 2.5 ml each of DME. The filtrate and washings were combined and 284 mg of sodium borohydride in 2.5 ml of water was added in one portion. After 30 sec, 125 ml of water was added and the mixture wa... Reactants: ClC1=CC=C(C=C1)C1(N=C(NC1(C)C1=CC=C(C=C1)Cl)C1=C(C=CC(=C1)S(=O)(=O)N1CCCC1)OCC)C (rac-(4S*,5R*)-4,5-bis-(4-chlorophenyl)-2-[2-ethoxy-5-(pyrrolidine-1-sulfonyl)phenyl]-4,5-dimethyl-4,5-dihydro-1H-imidazole), C(=O)(Cl)Cl (phosgene). Solvent: C(C)N(CC)CC (triethylamine). Yields the product ClC1=CC=C(C=C1)C1(N=C(N(C1(C)C1=CC=C(C=C1)Cl)C(=O)Cl)C1=C(C=CC(=C1)S(=O)(=O)N1CCCC1)OCC)C (rac-(4S*,5R*)-4,5-Bis-(4-chlorophenyl)-2-[2-ethoxy-5-(pyrrolidine-1-sulfonyl)phenyl]-4,5-dimethyl-4,5-dihydroimidazole-1-carbonyl chloride). As a reaction SMILES: [Cl:1][C:2]1[CH:7]=[CH:6][C:5]([C:8]2([CH3:38])[C:12]([C:14]3[CH:19]=[CH:18][C:17]([Cl:20])=[CH:16][CH:15]=3)([CH3:13])[NH:11][C:10]([C:21]3[CH:26]=[C:25]([S:27]([N:30]4[CH2:34][CH2:33][CH2:32][CH2:31]4)(=[O:29])=[O:28])[CH:24]=[CH:23][C:22]=3[O:35][CH2:36][CH3:37])=[N:9]2)=[CH:4][CH:3]=1.[C:39](Cl)([Cl:41])=[O:40]>C(N(CC)CC)C>[Cl:1][C:2]1[CH:7]=[CH:6][C:5]([C:8]2([CH3:38])[C:12]([C:14]3[CH:19]=[CH:18][C:17]([Cl:20])=[CH:16][CH:15]=3)([CH3:13])[N:11]([C:39]([Cl:41])=[O:40])[C:10]([C:21]3[CH:26]=[C:25]([S:27]([N:30]4[CH2:34][CH2:33][CH2:32][CH2:31]4)(=[O:28])=[O:29])[CH:24]=[CH:23][C:22]=3[O:35][CH2:36][CH3:37])=[N:9]2)=[CH:4][CH:3]=1. Reported procedure: In a manner analogous to the method described in example 3, rac-(4S*,5R*)-4,5-bis-(4-chlorophenyl)-2-[2-ethoxy-5-(pyrrolidine-1-sulfonyl)phenyl]-4,5-dimethyl-4,5-dihydro-1H-imidazole was reacted with phosgene in the presence of triethylamine to give the title compound. Starting materials: C(C)(=O)[O-].[Na+] (sodium acetate), O1COCCC1 (1,3-dioxan), C(C)(=O)OC(C)=O (acetic anhydride), S(O)(O)(=O)=O (sulphuric acid). Conditions: temperature 20 celsius, time 14 hour. Product: C(C)(=O)OCCCOCOC(C)=O (1-acetoxy-3-acetoxymethoxypropane). Yield: 50174.4%. As a reaction SMILES: [O:1]1[CH2:6][CH2:5][CH2:4][O:3][CH2:2]1.[C:7]([O:10]C(=O)C)(=[O:9])[CH3:8].S(=O)(=O)(O)O.[C:19]([O-])(=[O:21])[CH3:20].[Na+]>>[C:19]([O:1][CH2:6][CH2:5][CH2:4][O:3][CH2:2][O:10][C:7](=[O:9])[CH3:8])(=[O:21])[CH3:20] |f:3.4|. Procedure: To a mixture of 1,3-dioxan (3 ml, 0.035 mmol) and acetic anhydride (3.3 ml, 0.035 mmol) at 0° C., was added a drop of concentrated sulphuric acid. The mixture was then stirred for 14 h at 20° C., added with sodium acetate (2 g) and filtrated. The residue, distilled in vacuo (120° C., 16 mmHg), gave 1-acetoxy-3-acetoxymethoxypropane (3.34 g, 50%) as a colorless oil. Yield: 81.7%. Reaction conditions: time 2 hour. Procedure: To a solution of 10.0 g of N-[1-(2-bromophenyl)-3-chloropropyl]-2,6-difluorobenzamide in 60 ml of N,N-dimethylformamide at a temperature of from 5° C. to 10° C., was added portionwise 1.1 g of 60% dispersion in mineral oil of sodium hydride. The reaction mixture was stirred at room temperature for 2 hours. The reaction mixture was poured into iced water and extracted with ethyl acetate. The ethyl acetate solution was washed with water, dried over magnesium sulfate and concentrated under reduced ... Solvent: CN(C=O)C (N,N-dimethylformamide). Reactants: BrC1=C(C=CC=C1)C(CCCl)NC(C1=C(C=CC=C1F)F)=O (N-[1-(2-bromophenyl)-3-chloropropyl]-2,6-difluorobenzamide), [H-].[Na+] (sodium hydride), O (water). RXN SMILES: [Br:1][C:2]1[CH:7]=[CH:6][CH:5]=[CH:4][C:3]=1[CH:8]([NH:12][C:13](=[O:22])[C:14]1[C:19]([F:20])=[CH:18][CH:17]=[CH:16][C:15]=1[F:21])[CH2:9][CH2:10]Cl.[H-].[Na+].O>CN(C)C=O>[F:21][C:15]1[CH:16]=[CH:17][CH:18]=[C:19]([F:20])[C:14]=1[C:13]1[O:22][CH2:10][CH2:9][CH:8]([C:3]2[CH:4]=[CH:5][CH:6]=[CH:7][C:2]=2[Br:1])[N:12]=1 |f:1.2|. Product: FC1=C(C(=CC=C1)F)C=1OCCC(N1)C1=C(C=CC=C1)Br (2-(2,6-difluorophenyl)-4-(2-bromophenyl)-5,6-dihydro-4H-1,3-oxazine). The reactants are [OH-].[NH4+] (ammonium hydroxide), solution, C1(=CC=CC=C1)[Mg]Br (phenylmagnesium bromide), C1(CCCCC1)[Mg]Cl (cyclohexylmagnesium chloride), Cl (hydrochloric acid), C1(=CC=CC=C1)P(Cl)Cl (phenyldichlorophosphine). Solvent: CCOCC (ether), O (water), CCOCC (ether), CCOCC (ether). Reaction conditions: time 15 minute. The product is C1(CCCCC1)P(C1=CC=CC=C1)C1=CC=CC=C1 (cyclohexyldiphenylphosphine). Isolated yield 70.0%. RXN SMILES: [CH:1]1([Mg]Cl)[CH2:6][CH2:5][CH2:4][CH2:3][CH2:2]1.[C:9]1([P:15](Cl)Cl)[CH:14]=[CH:13][CH:12]=[CH:11][CH:10]=1.[C:18]1([Mg]Br)[CH:23]=[CH:22][CH:21]=[CH:20][CH:19]=1.Cl.[OH-].[NH4+]>CCOCC.O>[CH:1]1([P:15]([C:18]2[CH:23]=[CH:22][CH:21]=[CH:20][CH:19]=2)[C:9]2[CH:14]=[CH:13][CH:12]=[CH:11][CH:10]=2)[CH2:6][CH2:5][CH2:4][CH2:3][CH2:2]1 |f:4.5|. Reported procedure: 154 ml of a 1.72 Molar titrated solution of 0.266 mole of cyclohexylmagnesium chloride in ether was added dropwise to a stirred solution of 47.54 g (0.2656 mole) of phenyldichlorophosphine in 400 ml of anhydrous ether, maintained at +10° C. under an inert atmosphere. After the addition was complete the mixture was stirred for 15 minutes at +10° C. A 2.0 Molar solution of 0.319 mole of phenylmagnesium bromide in 159 ml of ether was then added dropwise at a temperature of between +10° and +22° C. ...